Dataset: the Open Reaction Database (ORD), a public repository of structured organic reaction records. Task: describe an organic reaction: reactants, conditions, products, and yield The reactants are C(C)(C)(C)C1CCC(CC1)C(=O)NC(CC)C=1C(NC(=NN1)C(C)(C)C)=O (4-tert-butyl-N-[1-(3-tert-butyl-5-oxo-4,5-dihydro-1,2,4-triazin-6-yl)propyl]cyclohexanecarboxamide), P(=O)(Cl)(Cl)Cl (phosphoric trichloride). Product: C(C)(C)(C)C1=NN2C(C(N1)=O)=C(N=C2C2CCC(CC2)C(C)(C)C)CC (2-tert-Butyl-7-(4-tert-butylcyclohexyl)-5-ethylimidazo[5,1-f][1,2,4]triazin-4(3H)-one). RXN SMILES: [C:1]([CH:5]1[CH2:10][CH2:9][CH:8]([C:11]([NH:13][CH:14]([C:17]2[C:18](=[O:27])[NH:19][C:20]([C:23]([CH3:26])([CH3:25])[CH3:24])=[N:21][N:22]=2)[CH2:15][CH3:16])=O)[CH2:7][CH2:6]1)([CH3:4])([CH3:3])[CH3:2].P(Cl)(Cl)(Cl)=O>>[C:23]([C:20]1[NH:19][C:18](=[O:27])[C:17]2=[C:14]([CH2:15][CH3:16])[N:13]=[C:11]([CH:8]3[CH2:9][CH2:10][CH:5]([C:1]([CH3:4])([CH3:3])[CH3:2])[CH2:6][CH2:7]3)[N:22]2[N:21]=1)([CH3:26])([CH3:25])[CH3:24]. Reported procedure: In analogy to the procedure for Example 1, 377 mg (1.00 mmol) crude 4-tert-butyl-N-[1-(3-tert-butyl-5-oxo-4,5-dihydro-1,2,4-triazin-6-yl)propyl]cyclohexanecarboxamide, 184 mg (1.20 mmol) phosphoric trichloride are stirred at reflux for 3 hours, proportionate amounts of the solvents are used. The resulting mixture is separated into the pure cis- and trans-isomers via silica gel chromatography with eluent cyclohexane/ethylacetate 10/1, 5/1.